From a dataset of the Open Reaction Database (ORD), a public repository of structured organic reaction records. describe an organic reaction: reactants, conditions, products, and yield Reactants: FC1=CC=C(C(=O)C2=CC=C(C=C2)F)C=C1 (4,4′-difluorobenzophenone), Cl.O(C)N (methoxylamine hydrochloride). Run in C(C)(=O)OCC (ethyl acetate), C(C)O (ethanol), N1=CC=CC=C1 (pyridine). Yields the product CON=C(C1=CC=C(C=C1)F)C1=CC=C(C=C1)F (Bis-(4-fluoro-phenyl)-methanone O-methyl-oxime). Yield: 99.4%. RXN SMILES: [F:1][C:2]1[CH:16]=[CH:15][C:5]([C:6]([C:8]2[CH:13]=[CH:12][C:11]([F:14])=[CH:10][CH:9]=2)=O)=[CH:4][CH:3]=1.Cl.[O:18]([NH2:20])[CH3:19]>C(O)C.N1C=CC=CC=1.C(OCC)(=O)C>[CH3:19][O:18][N:20]=[C:6]([C:8]1[CH:13]=[CH:12][C:11]([F:14])=[CH:10][CH:9]=1)[C:5]1[CH:15]=[CH:16][C:2]([F:1])=[CH:3][CH:4]=1 |f:1.2|. Reported procedure: A solution of 4,4′-difluorobenzophenone (3.00 g, 13.75 mmol) in a mixture of ethanol (10 ml) and pyridine (10 ml) was treated with methoxylamine hydrochloride (1.8 g, 21.7 mmol) and the resulting mixture was heated under reflux for 1 h. The cooled reaction mixture was diluted with ethyl acetate, washed successively with water, 1 N hydrochloric acid, saturated sodium bicarbonate and brine. After drying over anhydrous magnesium sulphate, evaporation of the solvent yielded 3.38 g (99% yield) of the... Reactants: C(C)(=O)C=1NC2=CC=CC=C2C1 (acetylindole), C(C)(=O)C=1NC2=CC=CC=C2C1 (acetylindole), P(=O)(Cl)(Cl)Cl (phosphoryl chloride), N1C=CC2=CC=CC=C12 (indole), P(=O)(Cl)(Cl)Cl (phosphoryl chloride), N1C=CC2=CC=CC=C12 (indole). Run in ClCCCl (1,2-dichloroethane), ClCCCl (1,2-dichloroethane), ClCCCl (1,2-dichloroethane). Conditions: time 30 minute. Yields the product N1C(=CC2=CC=CC=C12)C=C (indolylethene). As a reaction SMILES: [C:1]([C:4]1[NH:5][C:6]2[C:11]([CH:12]=1)=[CH:10][CH:9]=[CH:8][CH:7]=2)(=O)[CH3:2].N1C2C(=CC=CC=2)C=C1.P(Cl)(Cl)(Cl)=O>ClCCCl>[NH:5]1[C:6]2[C:11](=[CH:10][CH:9]=[CH:8][CH:7]=2)[CH:12]=[C:4]1[CH:1]=[CH2:2]. Reported procedure: This condensation reaction was studied in detail using the acetylindole (K5) and the indole (J6) using phosphoryl chloride as a condensing agent in 1,2-dichloroethane as solvent. A solution of acetylindole (K5) in 1,2-dichloroethane was cooled in an ice/salt bath and phosphoryl chloride was added slowly, keeping the temperature of the reaction mixture between 0° and 5° C. during the addition. This low temperature was preferred during the initial stages of this reaction to minimize the formation ... The reactants are CN(C)C(C(=O)C1=CC(=CC=C1)F)C (dimethylamino-(3-fluorophenyl)propan-1-one), N\C(=C/C(=O)OCC)\C (ethyl 3-aminocrotonate). Product: FC=1C=C(C=CC1)C1=NC(=C(C(=O)OCC)C=C1)C (Ethyl 6-(3-fluorophenyl)-2-methylnicotinate). As a reaction SMILES: CN([CH:4]([CH3:14])[C:5]([C:7]1[CH:12]=[CH:11][CH:10]=[C:9]([F:13])[CH:8]=1)=O)C.[NH2:15]/[C:16](/[CH3:23])=[CH:17]\[C:18]([O:20][CH2:21][CH3:22])=[O:19]>>[F:13][C:9]1[CH:8]=[C:7]([C:5]2[CH:4]=[CH:14][C:17]([C:18]([O:20][CH2:21][CH3:22])=[O:19])=[C:16]([CH3:23])[N:15]=2)[CH:12]=[CH:11][CH:10]=1. Procedure: The title compound was prepared from dimethylamino-(3-fluorophenyl)propan-1-one and ethyl 3-aminocrotonate using the general procedure outlined in D18. 1H NMR (250 MHz, CDCl3) δ (ppm): 8.27 (d, 1H), 7.83 (m, 2H), 7.61 (d, 1H), 7.44 (m, 1H), 7.13 (m, 1H), 4.41 (q, 2H), 2.91 (s, 3H), 1.42 (t, 3H). Reactants: NC1CC2(CCC2)S(C2=C1C=CC=C2)(=O)=O ((±) 4-Amino-3,4-dihydro-1,1-dioxo-spiro[2H-1-benzothiopyran-2,1′-cyclobutane]), C(N)(OC1=CC=CC=C1)=O (phenyl carbamate), NC1=C2C=CN=CC2=CC=C1 (5-aminoisoquinoline). Product: O=S1(C2=C(C(CC13CCC3)NC(=O)NC3=C1C=CN=CC1=CC=C3)C=CC=C2)=O ((±) 1-(1,1-dioxo-3,4-dihydro-spiro[2H-1-benzothiopyran-2,1′cyclobutane]-4-yl)-3-(isoquinolin-5-yl)urea). As a reaction SMILES: [NH2:1][CH:2]1[C:10]2[CH:11]=[CH:12][CH:13]=[CH:14][C:9]=2[S:8](=[O:16])(=[O:15])[C:4]2([CH2:7][CH2:6][CH2:5]2)[CH2:3]1.[C:17](=O)([O:19]C1C=CC=CC=1)N.[NH2:27][C:28]1[CH:37]=[CH:36][CH:35]=[C:34]2[C:29]=1[CH:30]=[CH:31][N:32]=[CH:33]2>>[O:15]=[S:8]1(=[O:16])[C:4]2([CH2:5][CH2:6][CH2:7]2)[CH2:3][CH:2]([NH:1][C:17]([NH:27][C:28]2[CH:37]=[CH:36][CH:35]=[C:34]3[C:29]=2[CH:30]=[CH:31][N:32]=[CH:33]3)=[O:19])[C:10]2[CH:11]=[CH:12][CH:13]=[CH:14][C:9]1=2. Procedure: This compound was prepared in the same manner from above (±) 4-Amino-3,4-dihydro-1,1-dioxo-spiro[2H-1-benzothiopyran-2,1′-cyclobutane] and phenyl carbamate of 5-aminoisoquinoline as in step 1V of example 1. The reactants are C(C)OC(=O)C1=C(NC2=CC(=C(C=C12)F)[N+](=O)[O-])C(C)C (ethyl5-fluoro-2-isopropyl-6-nitro-1H-indole-3-carboxylate), C(C)OC(=O)C1=C(NC2=CC(=C(C=C12)F)[N+](=O)[O-])C(C)C (ethyl5-fluoro-2-isopropyl-6-nitro-1H-indole-3-carboxylate), C(C1=CC=CC=C1)Br (benzyl bromide). Yields the product C(C1=CC=CC=C1)N1C(=C(C2=CC(=C(C=C12)[N+](=O)[O-])F)C(=O)OCC)C(C)C (Ethyl 1-Benzyl-5-fluoro-2-isopropyl-6-nitro-1H-indole-3-carboxylate). RXN SMILES: [CH2:1]([O:3][C:4]([C:6]1[C:14]2[C:9](=[CH:10][C:11]([N+:16]([O-:18])=[O:17])=[C:12]([F:15])[CH:13]=2)[NH:8][C:7]=1[CH:19]([CH3:21])[CH3:20])=[O:5])[CH3:2].[CH2:22](Br)[C:23]1[CH:28]=[CH:27][CH:26]=[CH:25][CH:24]=1>>[CH2:22]([N:8]1[C:9]2[C:14](=[CH:13][C:12]([F:15])=[C:11]([N+:16]([O-:18])=[O:17])[CH:10]=2)[C:6]([C:4]([O:3][CH2:1][CH3:2])=[O:5])=[C:7]1[CH:19]([CH3:20])[CH3:21])[C:23]1[CH:28]=[CH:27][CH:26]=[CH:25][CH:24]=1. Reported procedure: The title compound was prepared from ethyl5-fluoro-2-isopropyl-6-nitro-1H-indole-3-carboxylate (Compound 168) and benzyl bromide by General Procedure J.